This data is from the Open Reaction Database (ORD), a public repository of structured organic reaction records. The task is: describe an organic reaction: reactants, conditions, products, and yield Starting materials: C(=O)C1C[C@@H]2[C@H](C[C@H]3[C@@H]4CC[C@@H]([C@@]4(C)CC[C@@H]3[C@]2(CC1)C)O)O (3-formyl-5α-androstan-6α,17β-diol), [OH-].[Na+] (sodium hydroxide), Cl.Cl.NCCON (O-(2-aminoethyl)-hydroxylamine dihydrochloride). The solvent is O1CCOCC1.O (dioxane water), O (water). Run at time 15 minute. Yields the product NCCO\N=C/[C@@H]1C[C@@H]2[C@H](C[C@H]3[C@@H]4CC[C@@H]([C@@]4(C)CC[C@@H]3[C@]2(CC1)C)O)O ((Z)-3β-(2-aminoethoxyiminomethyl)-5α-androstan-6α,17β-diol). As a reaction SMILES: [CH:1]([CH:3]1[CH2:20][CH2:19][C@@:18]2([CH3:21])[C@@H:5]([C@@H:6]([OH:23])[CH2:7][C@@H:8]3[C@@H:17]2[CH2:16][CH2:15][C@@:13]2([CH3:14])[C@H:9]3[CH2:10][CH2:11][C@@H:12]2[OH:22])[CH2:4]1)=O.[OH-].[Na+].Cl.Cl.[NH2:28][CH2:29][CH2:30][O:31][NH2:32]>O1CCOCC1.O.O>[NH2:28][CH2:29][CH2:30][O:31]/[N:32]=[CH:1]\[C@H:3]1[CH2:20][CH2:19][C@@:18]2([CH3:21])[C@@H:5]([C@@H:6]([OH:23])[CH2:7][C@@H:8]3[C@@H:17]2[CH2:16][CH2:15][C@@:13]2([CH3:14])[C@H:9]3[CH2:10][CH2:11][C@@H:12]2[OH:22])[CH2:4]1 |f:1.2,3.4.5,6.7|. Reported procedure: A solution of 3-formyl-5α-androstan-6α,17β-diol (II-c, Prep. 3, 240 mg) in dioxane/water (2/1, 30 mL) was treated with sodium hydroxide (0.1 N) to pH=13-14 and stirred for 15 minutes, then a solution O-(2-aminoethyl)-hydroxylamine dihydrochloride (170 mg) in water (3 mL) was poured in. After 1 hr. the organic solvent was distilled off and the acqueous solution was extracted with chloroform (5×20 mL). The combined organic layers were dried over sodium sulfate and evaporated to dryness under reduc... The reactants are CCO, Nc1ccc2ccc(Cl)nc2n1, O, O=C(O)c1cccs1. Product: O=C(Nc1ccc2ccc(Cl)nc2n1)c1cccs1. Reaction SMILES: [CH3:22][CH2:23][OH:24].[NH2:9][c:10]1[n:11][c:12]2[n:13][c:14]([Cl:20])[cH:15][cH:16][c:17]2[cH:18][cH:19]1.[OH2:21].[s:1]1[c:2]([C:6](=[O:7])[OH:8])[cH:3][cH:4][cH:5]1>>[s:1]1[c:2]([C:6](=[O:8])[NH:9][c:10]2[n:11][c:12]3[n:13][c:14]([Cl:20])[cH:15][cH:16][c:17]3[cH:18][cH:19]2)[cH:3][cH:4][cH:5]1. Starting materials: C1(CCCCC1)NC1=C(C=CC(=N1)O)[N+](=O)[O-] (6-(Cyclohexylamino)-5-nitropyridin-2-ol). The reagents and catalysts are [Pd] (Palladium). The solvent is CO (methanol). Product: NC=1C=CC(=NC1NC1CCCCC1)O (5-Amino-6-(cyclohexylamino)pyridin-2-ol). Reaction SMILES: [CH:1]1([NH:7][C:8]2[N:13]=[C:12]([OH:14])[CH:11]=[CH:10][C:9]=2[N+:15]([O-])=O)[CH2:6][CH2:5][CH2:4][CH2:3][CH2:2]1>CO.[Pd]>[NH2:15][C:9]1[CH:10]=[CH:11][C:12]([OH:14])=[N:13][C:8]=1[NH:7][CH:1]1[CH2:6][CH2:5][CH2:4][CH2:3][CH2:2]1. Procedure: 6-(Cyclohexylamino)-5-nitropyridin-2-ol (0.2 g, 0.843 mmol) was dissolved in methanol (168 mL). Palladium (5% Pd/C, 145 mg, 0.0063 mmol) was added. The reaction was flushed with nitrogen and stirred under a balloon filled with hydrogen for 3 h at room temperature. The reaction was monitored by TLC until the starting materials were consumed. The mixture was filtered through Celite® and concentrated to give the title compound as a dark green solid which was used immediately in next step without fu... Procedure details: To an ice cold solution of 4-acetamino-androsta-1,4,6-triene-3,17-dione (3.384 g, 10 mmol) in methanol (50 ml) and CH2Cl2 (25 ml) are added gradually 35% H2O2 (4.5 ml) and 2N NaOH (1 ml). The mixture was allowed to stand at 0°-5° C. for 5 days. Then ice water was added, the mixture concentrated under vacuum to a small volume and the precipitate filtered off. Thus almost pure title compound was obtained (1.99 g). From the mother liquor 1.020 g of starting product was recovered. Therefore the yiel... Isolated yield 80.0%. As a reaction SMILES: [NH:1]([C:5]1[C:22](=[O:23])[CH:21]=[CH:20][C@@:19]2([CH3:24])[C:6]=1[CH:7]=[CH:8][C@@H:9]1[C@@H:18]2[CH2:17][CH2:16][C@@:14]2([CH3:15])[C@H:10]1[CH2:11][CH2:12][C:13]2=[O:25])[C:2]([CH3:4])=[O:3].[OH:26]O.[OH-].[Na+]>CO.C(Cl)Cl>[NH:1]([C:5]1[C:22](=[O:23])[C@@H:21]2[O:26][CH:20]2[C@@:19]2([CH3:24])[C:6]=1[CH:7]=[CH:8][C@@H:9]1[C@@H:18]2[CH2:17][CH2:16][C@@:14]2([CH3:15])[C@H:10]1[CH2:11][CH2:12][C:13]2=[O:25])[C:2]([CH3:4])=[O:3] |f:2.3|. Yields the product N(C(=O)C)C1=C2C=C[C@H]3[C@@H]4CCC([C@@]4(C)CC[C@@H]3[C@]2(C2[C@H](C1=O)O2)C)=O (4-acetamino-1,2α-epoxy-androsta-4,6-diene-3,17-dione). The solvent is CO (methanol), C(Cl)Cl (CH2Cl2). Starting materials: ice, N(C(=O)C)C1=C2C=C[C@H]3[C@@H]4CCC([C@@]4(C)CC[C@@H]3[C@]2(C=CC1=O)C)=O (4-acetamino-androsta-1,4,6-triene-3,17-dione), OO (H2O2), [OH-].[Na+] (NaOH), ice water. Run at time 5 day. The reactants are C(#N)COC1=C(C=CC(=C1)[N+](=O)[O-])OC (2-cyanomethoxy-4-nitroanisole), C(=O)(O)[O-].[Na+] (NaHCO3), [BH4-].[Na+] (sodium borohydride), B(F)(F)F.CCOCC (boron trifluoride etherate). Run in C1CCOC1 (THF), C1CCOC1 (THF). Conditions: time 1 hour. Product: NCCOC1=C(C=CC(=C1)[N+](=O)[O-])OC (2-(2-Aminoethoxy)-4-nitroanisole). The yield is 98.2%. Reaction SMILES: [BH4-].[Na+].B(F)(F)F.CCOCC.[C:12]([CH2:14][O:15][C:16]1[CH:21]=[C:20]([N+:22]([O-:24])=[O:23])[CH:19]=[CH:18][C:17]=1[O:25][CH3:26])#[N:13].C([O-])(O)=O.[Na+]>C1COCC1>[NH2:13][CH2:12][CH2:14][O:15][C:16]1[CH:21]=[C:20]([N+:22]([O-:24])=[O:23])[CH:19]=[CH:18][C:17]=1[O:25][CH3:26] |f:0.1,2.3,5.6|. Reported procedure: To a suspension of sodium borohydride (0.55 g, 0.015 mole) in dry THF (50 ml) at 0° C., under an argon atmosphere, was added boron trifluoride etherate (2.4 ml, 0.02 mole) dropwise. After addition was completed the mixture was left to stir for 1 hour at room temperature and then a solution of 2-cyanomethoxy-4-nitroanisole (D8 1.0 g, 0,0048 mole) in dry THF (50 ml) was added and the mixture heated under reflux for 1 hour. The mixture was treated with saturated aqueous NaHCO3 solution until efferv... The reactants are COC=1C=C(C=CC1CN1N=NC=C1)C=1OC2=C(N1)C=CC=C2 (2-[3-methoxy-4-(1H-1,2,3-triazol-1-ylmethyl)phenyl]-1,3-benzoxazole), BrCC1=C(C=C(C=C1)C=1OC2=C(N1)C=CC=C2)OC (2-[4-(bromomethyl)-3-methoxyphenyl]-1,3-benzoxazole), N1N=CC=C1 (pyrazole). The product is COC=1C=C(C=CC1CN1N=CC=C1)C=1OC2=C(N1)C=CC=C2 (2-[3-methoxy-4-(1H-pyrazol-1-ylmethyl)phenyl]-1,3-benzoxazole). As a reaction SMILES: [CH3:1][O:2][C:3]1[CH:4]=[C:5]([C:15]2[O:16][C:17]3[CH:23]=[CH:22][CH:21]=[CH:20][C:18]=3[N:19]=2)[CH:6]=[CH:7][C:8]=1[CH2:9][N:10]1[CH:14]=[CH:13]N=[N:11]1.Br[CH2:25]C1C=CC(C2OC3C=CC=CC=3N=2)=CC=1OC.N1C=CC=N1>>[CH3:1][O:2][C:3]1[CH:4]=[C:5]([C:15]2[O:16][C:17]3[CH:23]=[CH:22][CH:21]=[CH:20][C:18]=3[N:19]=2)[CH:6]=[CH:7][C:8]=1[CH2:9][N:10]1[CH:14]=[CH:13][CH:25]=[N:11]1. Procedure: Utilizing the general procedure outlined for 2-[3-methoxy-4-(1H-1,2,3-triazol-1-ylmethyl)phenyl]-1,3-benzoxazole, reaction of 2-[4-(bromomethyl)-3-methoxyphenyl]-1,3-benzoxazole (300 mg, 1.0 mmol) and pyrazole (70 mg, 1.0 mmol) afforded the desired 2-[3-methoxy-4-(1H-pyrazol-1-ylmethyl)phenyl]-1,3-benzoxazole as a colorless solid: 1H NMR (CDCl3, 300 MHz) δ 7.60–7.91 (m, 7H), 7.38–7.41 (m, 2H), 6.54 (m, 1H), 5.81 (s, 2H), 4.11 (s, 3H). MS (ESI) 306 (M+H)+. The reactants are CC1=NC2=CC=CC(=C2C=C1)N1CCN(CC1)CCC=1C=C(N)C=CC1 (3-{2-[4-(2-Methyl-5-quinolinyl)-1-piperazinyl]ethyl}aniline), FC1=CC=CC=2C(OC(C21)=O)=O (4-fluoro-2-benzofuran-1,3-dione). Product: FC1=C2C(N(C(C2=CC=C1)=O)C1=CC(=CC=C1)CCN1CCN(CC1)C1=C2C=CC(=NC2=CC=C1)C)=O (4-fluoro-2-(3-{2-[4-(2-methyl-5-quinolinyl)-1-piperazinyl]ethyl}phenyl)-1H-isoindole-1,3(2H)-dione). RXN SMILES: [CH3:1][C:2]1[CH:11]=[CH:10][C:9]2[C:4](=[CH:5][CH:6]=[CH:7][C:8]=2[N:12]2[CH2:17][CH2:16][N:15]([CH2:18][CH2:19][C:20]3[CH:21]=[C:22]([CH:24]=[CH:25][CH:26]=3)[NH2:23])[CH2:14][CH2:13]2)[N:3]=1.[F:27][C:28]1[C:36]2[C:35](=[O:37])[O:34][C:33](=O)[C:32]=2[CH:31]=[CH:30][CH:29]=1>>[F:27][C:28]1[CH:29]=[CH:30][CH:31]=[C:32]2[C:36]=1[C:35](=[O:37])[N:23]([C:22]1[CH:24]=[CH:25][CH:26]=[C:20]([CH2:19][CH2:18][N:15]3[CH2:14][CH2:13][N:12]([C:8]4[CH:7]=[CH:6][CH:5]=[C:4]5[C:9]=4[CH:10]=[CH:11][C:2]([CH3:1])=[N:3]5)[CH2:17][CH2:16]3)[CH:21]=1)[C:33]2=[O:34]. Procedure: Prepared from 3-{2-[4-(2-methyl-5-quinolinyl)-1-piperazinyl]ethyl}aniline (D6) and 4-fluoro-2-benzofuran-1,3-dione according to Method I.